Task: describe an organic reaction: reactants, conditions, products, and yield. Dataset: the Open Reaction Database (ORD), a public repository of structured organic reaction records Starting materials: C(#N)C1=CC(=C(C(=O)NC2CCCCC2)C=C1)F (4-cyano-N-cyclohexyl-2-fluoro-benzamide). The reagents and catalysts are [Ni] (Raney® nickel). Run in N (ammonia), CO (methanol). The product is NCC1=CC(=C(C(=O)NC2CCCCC2)C=C1)F (4-Aminomethyl-N-cyclohexyl-2-fluoro-benzamide). The yield is 95.9%. As a reaction SMILES: [C:1]([C:3]1[CH:17]=[CH:16][C:6]([C:7]([NH:9][CH:10]2[CH2:15][CH2:14][CH2:13][CH2:12][CH2:11]2)=[O:8])=[C:5]([F:18])[CH:4]=1)#[N:2]>N.CO.[Ni]>[NH2:2][CH2:1][C:3]1[CH:17]=[CH:16][C:6]([C:7]([NH:9][CH:10]2[CH2:15][CH2:14][CH2:13][CH2:12][CH2:11]2)=[O:8])=[C:5]([F:18])[CH:4]=1. Reported procedure: Dissolve 4-cyano-N-cyclohexyl-2-fluoro-benzamide (620 mg, 2.5 mmol) in 7N ammonia in methanol (150 mL) and hydrogenate at 500 psi pressure in the presence of Raney® nickel (500 mg) for 16 h at 60° C. Filter the mixture and concentrate in vacuo. Purify by SCX chromatography to give the title compound as a white solid (600 mg, 94%). MS (ES−) m/z: 251 (M−H)−. Reactants: CC1(C)OCC(CCBr)CO1, O=C([O-])[O-], CN(C)C=O, [K+], [K+], Nc1nc(Cl)c2[nH]c(Cl)nc2n1. Product: CC1(C)OCC(CCn2c(Cl)nc3c(Cl)nc(N)nc32)CO1. Reaction SMILES: [Br:13][CH2:14][CH2:15][CH:16]1[CH2:17][O:18][C:19]([CH3:22])([CH3:23])[O:20][CH2:21]1.[C:24](=[O:25])([O-:26])[O-:27].[CH3:30][N:31]([CH3:32])[CH:33]=[O:34].[K+:28].[K+:29].[NH2:1][c:2]1[n:3][c:4]([Cl:12])[c:5]2[nH:6][c:7]([Cl:11])[n:8][c:9]2[n:10]1>>[NH2:1][c:2]1[n:3][c:4]([Cl:12])[c:5]2[n:6][c:7]([Cl:11])[n:8]([CH2:14][CH2:15][CH:16]3[CH2:17][O:18][C:19]([CH3:22])([CH3:23])[O:20][CH2:21]3)[c:9]2[n:10]1. The reactants are NC=1N=CC2=C(N1)N=C(C(=C2)C2=CC=C(C=C2)OC)O (2-amino-6-(4-methoxy-phenyl)-pyrido[2,3-d]pyrimidin-7-ol), ClCCl (dichloromethane), CN(C=O)C (dimethylformamide), S(=O)(Cl)Cl (thionyl chloride). Run at time 6 hour. The product is ClC=1C(=CC2=C(N=C(N=C2)N=CN(C)C)N1)C1=CC=C(C=C1)OC (N'-(7-Chloro-6-(4-methoxyphenyl)-pyrido[2,3-d]pyrimidin-2-yl)-N,N-dimethyl-formamidine). As a reaction SMILES: [NH2:1][C:2]1[N:3]=[CH:4][C:5]2[CH:11]=[C:10]([C:12]3[CH:17]=[CH:16][C:15]([O:18][CH3:19])=[CH:14][CH:13]=3)[C:9](O)=[N:8][C:6]=2[N:7]=1.ClCCl.S(Cl)([Cl:26])=O.[CH3:28][N:29]([CH3:32])[CH:30]=O>>[Cl:26][C:9]1[C:10]([C:12]2[CH:17]=[CH:16][C:15]([O:18][CH3:19])=[CH:14][CH:13]=2)=[CH:11][C:5]2[CH:4]=[N:3][C:2]([N:1]=[CH:28][N:29]([CH3:32])[CH3:30])=[N:7][C:6]=2[N:8]=1. Reported procedure: To a mixture of 67.0 g of 2-amino-6-(4-methoxy-phenyl)-pyrido[2,3-d]pyrimidin-7-ol from Example 10, 1 L of dichloromethane, and 155 mL of dimethylformamide was added dropwise with cooling 72 mL of thionyl chloride keeping the temperature below 15° C. The suspension was heated to reflux with stirring for 6 hours. The reaction mixture was filtered and the filtrate evaporated in vacuo maintaining the temperature below 60° C. The resulting residue was dissolved in ice water and aqueous sodium hydrox... The reactants are BrC1=CC2=C(SC=C2C(Br)Br)C=C1 (5-bromo-3-(dibromomethyl)benzo[b]thiophene), N\C(=C/C(=O)OCC)\C (ethyl 3-aminocrotonate). Run in C(C)O (ethanol). Product: BrC1=CC2=C(SC=C2C2C(=C(NC(=C2C(=O)OCC)C)C)C(=O)OCC)C=C1 (4-(5-bromobenzo[b]thien-3-yl)-1,4-dihydro-2,6-dimethyl-3,5-pyridinedicarboxylic acid, diethyl ester). Yield: 28.2%. Reaction SMILES: [Br:1][C:2]1[CH:13]=[CH:12][C:5]2[S:6][CH:7]=[C:8]([CH:9](Br)Br)[C:4]=2[CH:3]=1.[NH2:14]/[C:15](/[CH3:22])=[CH:16]\[C:17]([O:19][CH2:20][CH3:21])=[O:18]>C(O)C>[Br:1][C:2]1[CH:13]=[CH:12][C:5]2[S:6][CH:7]=[C:8]([CH:9]3[C:16]([C:17]([O:19][CH2:20][CH3:21])=[O:18])=[C:15]([CH3:22])[NH:14][C:15]([CH3:22])=[C:16]3[C:17]([O:19][CH2:20][CH3:21])=[O:18])[C:4]=2[CH:3]=1. Procedure details: A mixture of 2.35 g of 5-bromo-3-(dibromomethyl)benzo[b]thiophene and 1.6 g of ethyl 3-aminocrotonate in 4 ml of ethanol was heated to reflux for 14 hours. The mixture was evaporated in vacuo and the residue was purified by chromatography over silica gel to provide 0.8 g of the desired title product, m.p. 68°-70° C. Reactants: C(C)(C)(C)NS(=O)(=O)C1=C(C=CC=C1)C1=CC(=C(C=C1)B(O)O)F ((2′-(N-(tert-butyl)sulfamoyl)-3-fluoro-[1,1′-biphenyl]-4-yl)boronic acid), NC1=NC=C(C(=N1)C#N)Br (2-amino-5-bromo-4-cyanopyrimidine). Product: NC1=NC=C(C(=N1)C#N)C1=C(C=C(C=C1)C=1C(=CC=CC1)S(=O)(=O)NC(C)(C)C)F (4′-(2-Amino-4-cyanopyrimidin-5-yl)-N-tert-butyl-3′-fluorobiphenyl-2-sulfonamide). Reaction SMILES: [C:1]([NH:5][S:6]([C:9]1[CH:14]=[CH:13][CH:12]=[CH:11][C:10]=1[C:15]1[CH:20]=[CH:19][C:18](B(O)O)=[C:17]([F:24])[CH:16]=1)(=[O:8])=[O:7])([CH3:4])([CH3:3])[CH3:2].[NH2:25][C:26]1[N:31]=[C:30]([C:32]#[N:33])[C:29](Br)=[CH:28][N:27]=1>>[NH2:25][C:26]1[N:31]=[C:30]([C:32]#[N:33])[C:29]([C:18]2[CH:19]=[CH:20][C:15]([C:10]3[C:9]([S:6]([NH:5][C:1]([CH3:4])([CH3:3])[CH3:2])(=[O:8])=[O:7])=[CH:14][CH:13]=[CH:12][CH:11]=3)=[CH:16][C:17]=2[F:24])=[CH:28][N:27]=1. Procedure details: The title compound was prepared using conditions analogous to those used to make Example 6 utilizing (2′-(N-(tert-butyl)sulfamoyl)-3-fluoro-[1,1′-biphenyl]-4-yl)boronic acid and 2-amino-5-bromo-4-cyanopyrimidine. MS (ESI): mass calcd. for C21H20FN5O2S, 327.08; m/z found, 328.1 [M+H]+. 1H NMR (600 MHz, DMSO-d6) δ 8.64-8.59 (m, 1H), 8.07 (dd, J=7.9, 1.4, 1H), 7.71-7.65 (m, 1H), 7.65-7.59 (m, 2H), 7.57 (s, 2H), 7.45-7.39 (m, 2H), 7.36 (dd, J=7.8, 1.7, 1H), 6.89 (s, 1H), 1.02 (s, 9H). Reactants: C1CCOC1, CCN, Nc1nc2cc(-c3cccnc3)cc(NC3CCCCC3)n2n1, CN(C)C=O. Product: CCNC(=O)Nc1nc2cc(-c3cccnc3)cc(NC3CCCCC3)n2n1. As a reaction SMILES: [CH2:32]1[O:33][CH2:34][CH2:35][CH2:36]1.[CH3:24][CH2:25][NH2:26].[CH:1]1([NH:7][c:8]2[cH:9][c:10](-[c:18]3[cH:19][n:20][cH:21][cH:22][cH:23]3)[cH:11][c:12]3[n:13]2[n:14][c:15]([NH2:17])[n:16]3)[CH2:2][CH2:3][CH2:4][CH2:5][CH2:6]1.[O:27]=[CH:28][N:29]([CH3:30])[CH3:31]>>[CH:1]1([NH:7][c:8]2[cH:9][c:10](-[c:18]3[cH:19][n:20][cH:21][cH:22][cH:23]3)[cH:11][c:12]3[n:13]2[n:14][c:15]([NH:17][C:28]([NH:26][CH2:25][CH3:24])=[O:27])[n:16]3)[CH2:2][CH2:3][CH2:4][CH2:5][CH2:6]1. Reaction SMILES: [Cl:1][C:2]1[CH:7]=[CH:6][CH:5]=[CH:4][C:3]=1[CH:8]1[CH2:13][C:12]([NH:14][NH:15]S(C2C=CC(C)=CC=2)(=O)=O)=[CH:11][C:10](=[O:26])[CH2:9]1.C(=O)([O-])[O-].[K+].[K+].Br[CH2:34][C:35](=O)[CH2:36][CH3:37]>CO>[Cl:1][C:2]1[CH:7]=[CH:6][CH:5]=[CH:4][C:3]=1[CH:8]1[CH2:13][C:12]2[N:14]=[N:15][CH:34]=[C:35]([CH2:36][CH3:37])[C:11]=2[C:10](=[O:26])[CH2:9]1 |f:1.2.3|. Conditions: time 2.5 hour. The reactants are C([O-])([O-])=O.[K+].[K+] (potassium carbonate), ClC1=C(C=CC=C1)C1CC(C=C(C1)NNS(=O)(=O)C1=CC=C(C=C1)C)=O (5-(2-chlorophenyl)-1-[2-(4-methylphenylsulfonyl)hydrazino]cyclohexen-3-one), C([O-])([O-])=O.[K+].[K+] (potassium carbonate), BrCC(CC)=O (1-bromobutan-2-one). Solvent: CO (methanol). The yield is 43.0%. The product is ClC1=C(C=CC=C1)C1CC(C=2C(=CN=NC2C1)CC)=O (7-(2-chlorophenyl)-4-ethyl-5,6,7,8-tetrahydrocinnolin-5-one). Procedure details: A mixture of 5-(2-chlorophenyl)-1-[2-(4-methylphenylsulfonyl)hydrazino]cyclohexen-3-one (1.56 g), anhydrous potassium carbonate (0.72 g), 1-bromobutan-2-one (0.785 g) and methanol (30 ml) was stirred at room temperature for 2.5 hours. To the mixture was added anhydrous potassium carbonate (0.72 g), and the mixture was stirred at room temperature 1.5 hours and refluxed for 30 minutes. Under reduced pressure, the solvent was evaporated, and the residue was extracted with ethyl acetate. The organic... Reactants: C(C)(C)(C)OC(=O)N1[C@@H](CCC1)C1CO1 ((2S)-1-(tert-butoxycarbonyl)-2-(1,2-epoxyethyl)pyrrolidine), FC1=CC=C(C=C1)O (4-fluorophenol). Yields the product C(C)(C)(C)OC(=O)N1[C@@H](CCC1)C(COC1=CC=C(C=C1)F)O ((2S)-1-(tert-Butoxycarbonyl)-2-[2-(4-fluorophenoxy)-1-hydroxyethyl]pyrrolidine). Yield: 62.6%. RXN SMILES: [C:1]([O:5][C:6]([N:8]1[CH2:12][CH2:11][CH2:10][C@H:9]1[CH:13]1[O:15][CH2:14]1)=[O:7])([CH3:4])([CH3:3])[CH3:2].[F:16][C:17]1[CH:22]=[CH:21][C:20]([OH:23])=[CH:19][CH:18]=1>>[C:1]([O:5][C:6]([N:8]1[CH2:12][CH2:11][CH2:10][C@H:9]1[CH:13]([OH:15])[CH2:14][O:23][C:20]1[CH:21]=[CH:22][C:17]([F:16])=[CH:18][CH:19]=1)=[O:7])([CH3:2])([CH3:3])[CH3:4]. Procedure: By the same procedure as in Example 26-B), while using (2S)-1-(tert-butoxycarbonyl)-2-(1,2-epoxyethyl)pyrrolidine (2.00 g) and 4-fluorophenol (2.21 g), there was obtained 1.91 g of the title compound. The reactants are C1COCCO1, Clc1cc(Cl)ncn1, CCC(N)CO. The product is CCC(CO)Nc1cc(Cl)ncn1. Reaction SMILES: [CH2:15]1[O:16][CH2:17][CH2:18][O:19][CH2:20]1.[Cl:1][c:2]1[n:3][cH:4][n:5][c:6]([Cl:8])[cH:7]1.[NH2:9][CH:10]([CH2:11][OH:12])[CH2:13][CH3:14]>>[c:2]1([NH:9][CH:10]([CH2:11][OH:12])[CH2:13][CH3:14])[n:3][cH:4][n:5][c:6]([Cl:8])[cH:7]1. Starting materials: CSC1=NC=C(C(=N1)C(=O)O)C1=C(C=CC=C1)C (2-methylsulfanyl-5-o-tolyl-pyrimidine-4-carboxylic acid), ON1N=NC2=C1C=CC=C2 (1-hydroxy-benzotriazole), Cl.CN(CCCN=C=NCC)C (N-(3-dimethylaminopropyl)-N′-ethylcarbodiimide hydrochloride), C(Cl)Cl (CH2Cl2), C(Cl)Cl (CH2Cl2). Run at time 16 hour. The product is ClC=1C=C(CNC(=O)C2=NC(=NC=C2C2=C(C=CC=C2)C)SC)C=C(C1)Cl (2-methylsulfanyl-5-o-tolyl-pyrimidine-4-carboxylic acid 3,5-dichloro-benzylamide). Isolated yield 85.0%. RXN SMILES: [CH3:1][S:2][C:3]1[N:8]=[C:7]([C:9]([OH:11])=O)[C:6]([C:12]2[CH:17]=[CH:16][CH:15]=[CH:14][C:13]=2[CH3:18])=[CH:5][N:4]=1.ON1[C:24]2C=CC=[CH:28][C:23]=2N=N1.[ClH:29].CN(C)[CH2:32][CH2:33][CH2:34][N:35]=C=NCC.[CH2:41]([Cl:43])Cl>>[Cl:29][C:23]1[CH:28]=[C:33]([CH:32]=[C:41]([Cl:43])[CH:24]=1)[CH2:34][NH:35][C:9]([C:7]1[C:6]([C:12]2[CH:17]=[CH:16][CH:15]=[CH:14][C:13]=2[CH3:18])=[CH:5][N:4]=[C:3]([S:2][CH3:1])[N:8]=1)=[O:11] |f:2.3|. Procedure details: To a solution of 1.2 g (4.6 mmol) 2-methylsulfanyl-5-o-tolyl-pyrimidine-4-carboxylic acid in 30 ml CH2Cl2 1.28 ml (9.2 mmol) triethylamine, 0.62 g (4.6 mmol) 1-hydroxy-benzotriazole and 0.88 g (4.6 mmol) N-(3-dimethylaminopropyl)-N′-ethylcarbodiimide hydrochloride 1.05 g (6 mmol) 3,5-dichlorobenzylamine were added. The reaction mixture was stirred for 16 hrs. The reaction mixture was diluted with 20 ml CH2Cl2, washed with 50 ml 0.5N HCl and 50 ml H2O. The aqueous layers were back extracted with ...